The task is: describe an organic reaction: reactants, conditions, products, and yield. This data is from the Open Reaction Database (ORD), a public repository of structured organic reaction records. The reactants are [Ca] (Calcium), C1(=CC=CC2=CC=CC=C12)[C@@H](C)N[C@@H]1CN(CC1)C1=CC=C(C(=O)OC(C)(C)C)C=C1 (tert-butyl 4-[(S)-3-[(R)-1-(naphthalen-1-yl)ethylamino]pyrrolidin-1-yl]benzoate), FC(C(=O)O)(F)F (trifluoroacetic acid), C(Cl)(Cl)Cl (chloroform). Conditions: time 16 hour. Yields the product Cl.C1(=CC=CC2=CC=CC=C12)[C@@H](C)N[C@@H]1CN(CC1)C1=CC=C(C(=O)O)C=C1 (4-[(S)-3-[(R)-1-(naphthalen-1-yl)ethylamino]pyrrolidin-1-yl]benzoic acid hydrochloride). As a reaction SMILES: [Ca].[C:2]1([C@H:12]([NH:14][C@H:15]2[CH2:19][CH2:18][N:17]([C:20]3[CH:32]=[CH:31][C:23]([C:24]([O:26]C(C)(C)C)=[O:25])=[CH:22][CH:21]=3)[CH2:16]2)[CH3:13])[C:11]2[C:6](=[CH:7][CH:8]=[CH:9][CH:10]=2)[CH:5]=[CH:4][CH:3]=1.FC(F)(F)C(O)=O.C(Cl)(Cl)[Cl:41]>>[ClH:41].[C:2]1([C@H:12]([NH:14][C@H:15]2[CH2:19][CH2:18][N:17]([C:20]3[CH:21]=[CH:22][C:23]([C:24]([OH:26])=[O:25])=[CH:31][CH:32]=3)[CH2:16]2)[CH3:13])[C:11]2[C:6](=[CH:7][CH:8]=[CH:9][CH:10]=2)[CH:5]=[CH:4][CH:3]=1 |f:4.5|. Procedure details: In the same manner as in the above-mentioned Example 1.001, tert-butyl 4-[(S)-3-[(R)-1-(naphthalen-1-yl)ethylamino]pyrrolidin-1-yl] benzoate (the compound of Example 1.020 in the following Table A2) was obtained. (2) To a solution of 103 mg of tert-butyl 4-[(S)-3-[(R)-1-(naphthalen-1-yl)ethylamino]pyrrolidin-1-yl]benzoate in 5 ml of a chloroform was added 20 ml of trifluoroacetic acid, and the mixture was stirred under room temperature for 16 hours. The reaction mixture was concentrated, toluene... The reactants are C(C)(C)(C)OC(=O)NC1(CCOCC1)CC(=O)O ({4-[(tert-butoxycarbonyl)amino]tetrahydro-2H-pyran-4-yl}acetic acid), BrCC(=O)C1=CC=C(C=C1)OC(F)(F)F (2-bromo-1-[4-(trifluoromethoxy)phenyl]-ethanone). Reaction conditions: temperature 50 celsius, time 50 minute. The product is C(C)(C)(C)OC(=O)NC1(CCOCC1)CC(=O)OCC(C1=CC=C(C=C1)OC(F)(F)F)=O (2-Oxo-2-[4-(trifluoromethoxy)phenyl]ethyl {4-[(tert-butoxycarbonyl)amino]tetrahydro-2H-pyran-4-yl}acetate). Yield: 105.1%. RXN SMILES: [C:1]([O:5][C:6]([NH:8][C:9]1([CH2:15][C:16]([OH:18])=[O:17])[CH2:14][CH2:13][O:12][CH2:11][CH2:10]1)=[O:7])([CH3:4])([CH3:3])[CH3:2].Br[CH2:20][C:21]([C:23]1[CH:28]=[CH:27][C:26]([O:29][C:30]([F:33])([F:32])[F:31])=[CH:25][CH:24]=1)=[O:22]>>[C:1]([O:5][C:6]([NH:8][C:9]1([CH2:15][C:16]([O:18][CH2:20][C:21](=[O:22])[C:23]2[CH:28]=[CH:27][C:26]([O:29][C:30]([F:31])([F:32])[F:33])=[CH:25][CH:24]=2)=[O:17])[CH2:14][CH2:13][O:12][CH2:11][CH2:10]1)=[O:7])([CH3:4])([CH3:2])[CH3:3]. Procedure: Prepared by Method F using {4-[(tert-butoxycarbonyl)amino]tetrahydro-2H-pyran-4-yl}acetic acid (0.259 g, 1.00 mmol) and 2-bromo-1-[4-(trifluoromethoxy)phenyl]-ethanone (0.283 g, 1.00 mmol). The reaction was stirred at 50° C. for 50 minutes. The residue was isolated as a crude oil that crystallised to afford the title compound as a solid (0.485 g, 105% yield). The reactants are CCO, CC(C(=O)c1ccc(Cl)cc1Cl)c1cccnc1, Cl, NO, O, c1ccncc1. The product is CC(C(=NO)c1ccc(Cl)cc1Cl)c1cccnc1. Reaction SMILES: [CH3:28][CH2:29][OH:30].[Cl:1][c:2]1[c:3]([C:9]([CH:10]([c:11]2[cH:12][n:13][cH:14][cH:15][cH:16]2)[CH3:17])=[O:18])[cH:4][cH:5][c:6]([Cl:8])[cH:7]1.[ClH:19].[NH2:20][OH:21].[OH2:31].[cH:22]1[cH:23][cH:24][n:25][cH:26][cH:27]1>>[Cl:1][c:2]1[c:3]([C:9]([CH:10]([c:11]2[cH:12][n:13][cH:14][cH:15][cH:16]2)[CH3:17])=[N:20][OH:21])[cH:4][cH:5][c:6]([Cl:8])[cH:7]1. Reactants: CCOC(=O)C(F)(F)F, CC(C)CC(N)CO, O. Product: CC(C)CC(CO)NC(=O)C(F)(F)F. Reaction SMILES: [F:9][C:10]([C:11](=[O:12])[O:13][CH2:14][CH3:15])([F:16])[F:17].[NH2:1][CH:2]([CH2:3][OH:4])[CH2:5][CH:6]([CH3:7])[CH3:8].[OH2:18]>>[NH:1]([CH:2]([CH2:3][OH:4])[CH2:5][CH:6]([CH3:7])[CH3:8])[C:11]([C:10]([F:9])([F:16])[F:17])=[O:12]. Starting materials: O=Cc1ccccc1, [Mg+2], Nc1ccccc1F, O=S(=O)([O-])[O-]. Yields the product Fc1ccccc1N=Cc1ccccc1. As a reaction SMILES: [CH:15](=[O:16])[c:17]1[cH:18][cH:19][cH:20][cH:21][cH:22]1.[Mg+2:9].[NH2:1][c:2]1[cH:3][cH:4][cH:5][cH:6][c:7]1[F:8].[O-:10][S:11](=[O:12])(=[O:13])[O-:14]>>[N:1]([c:2]1[cH:3][cH:4][cH:5][cH:6][c:7]1[F:8])=[CH:15][c:17]1[cH:18][cH:19][cH:20][cH:21][cH:22]1. Starting materials: COc1cc2c(Sc3ccc(N)s3)ccnc2cc1OCCCN(C)C, O=C=Nc1ccc(F)cc1, C1CCOC1. Yields the product COc1cc2c(Sc3ccc(NC(=O)Nc4ccc(F)cc4)s3)ccnc2cc1OCCCN(C)C. RXN SMILES: [CH3:1][N:2]([CH2:3][CH2:4][CH2:5][O:6][c:7]1[c:8]([O:24][CH3:25])[cH:9][c:10]2[c:11]([S:17][c:18]3[cH:19][cH:20][c:21]([NH2:23])[s:22]3)[cH:12][cH:13][n:14][c:15]2[cH:16]1)[CH3:26].[F:27][c:28]1[cH:29][cH:30][c:31]([N:34]=[C:35]=[O:36])[cH:32][cH:33]1.[O:37]1[CH2:38][CH2:39][CH2:40][CH2:41]1>>[CH3:1][N:2]([CH2:3][CH2:4][CH2:5][O:6][c:7]1[c:8]([O:24][CH3:25])[cH:9][c:10]2[c:11]([S:17][c:18]3[cH:19][cH:20][c:21]([NH:23][C:35]([NH:34][c:31]4[cH:30][cH:29][c:28]([F:27])[cH:33][cH:32]4)=[O:36])[s:22]3)[cH:12][cH:13][n:14][c:15]2[cH:16]1)[CH3:26]. Starting materials: C(C)(C)(C)OC(NC1=C(C=C(C(=C1)OCC(F)(F)F)C(F)(F)F)NC(CC(=O)C1=CC(=CC=C1)C1=C(C(=NC=C1)C)C)=O)=O ([2-{3-[3-(2,3-dimethyl-pyridin-4-yl)-phenyl]-3-oxo-propionylamino}-5-(2,2,2-trifluoro-ethoxy)-4-trifluoromethyl-phenyl]-carbamic acid tert-butyl ester), C(=O)(C(F)(F)F)O (TFA). Solvent: C(Cl)Cl (CH2Cl2). The product is CC1=NC=CC(=C1C)C=1C=C(C=CC1)C1=NC2=C(NC(C1)=O)C=C(C(=C2)OCC(F)(F)F)C(F)(F)F (4-[3-(2,3-Dimethyl-pyridin-4-yl)-phenyl]-7-(2,2,2-trifluoro-ethoxy)-8-trifluoromethyl-1,3-dihydro-benzo[b][1,4]diazepin-2-one), solid. Isolated yield 69.0%. As a reaction SMILES: C(OC(=O)[NH:7][C:8]1[CH:13]=[C:12]([O:14][CH2:15][C:16]([F:19])([F:18])[F:17])[C:11]([C:20]([F:23])([F:22])[F:21])=[CH:10][C:9]=1[NH:24][C:25](=[O:43])[CH2:26][C:27]([C:29]1[CH:34]=[CH:33][CH:32]=[C:31]([C:35]2[CH:40]=[CH:39][N:38]=[C:37]([CH3:41])[C:36]=2[CH3:42])[CH:30]=1)=O)(C)(C)C.C(O)(C(F)(F)F)=O>C(Cl)Cl>[CH3:41][C:37]1[C:36]([CH3:42])=[C:35]([C:31]2[CH:30]=[C:29]([C:27]3[CH2:26][C:25](=[O:43])[NH:24][C:9]4[CH:10]=[C:11]([C:20]([F:21])([F:23])[F:22])[C:12]([O:14][CH2:15][C:16]([F:18])([F:19])[F:17])=[CH:13][C:8]=4[N:7]=3)[CH:34]=[CH:33][CH:32]=2)[CH:40]=[CH:39][N:38]=1. Procedure: The title compound was prepared from [2-{3-[3-(2,3-dimethyl-pyridin-4-yl)-phenyl]-3-oxo-propionylamino}-5-(2,2,2-trifluoro-ethoxy)-4-trifluoromethyl-phenyl]-carbamic acid tert-butyl ester (Example M129) (0.32 g, 0.51 mmol) by treatment with TFA in CH2Cl2 according to the general procedure N. Obtained as a light brown solid (180 mg, 69%). Reactants: CCNC, CC#N, N#CC1(c2ccc(OCCCCl)cc2)CCOCC1, [I-], [K+]. Yields the product CCN(C)CCCOc1ccc(C2(C#N)CCOCC2)cc1. RXN SMILES: [CH2:22]([CH3:23])[NH:24][CH3:25].[CH3:26][C:27]#[N:28].[Cl:1][CH2:2][CH2:3][CH2:4][O:5][c:6]1[cH:7][cH:8][c:9]([C:12]2([C:18]#[N:19])[CH2:13][CH2:14][O:15][CH2:16][CH2:17]2)[cH:10][cH:11]1.[I-:21].[K+:20]>>[CH2:2]([CH2:3][CH2:4][O:5][c:6]1[cH:7][cH:8][c:9]([C:12]2([C:18]#[N:19])[CH2:13][CH2:14][O:15][CH2:16][CH2:17]2)[cH:10][cH:11]1)[N:24]([CH2:22][CH3:23])[CH3:25]. Yields the product CCC(C)[O-].CCC(C)[O-].CCC(C)[O-].[Al+3] (aluminum s-butoxide). As a reaction SMILES: P([O-])([O-])([O-])=O.[Al+3:6].[CH2:7](OP([O-])([O-])=O)[CH3:8].[OH2:14].CO[CH:17](O)[CH3:18]>>[CH3:17][CH2:18][CH:7]([O-:14])[CH3:8].[CH3:17][CH2:18][CH:7]([O-:14])[CH3:8].[CH3:17][CH2:18][CH:7]([O-:14])[CH3:8].[Al+3:6] |f:0.1,5.6.7.8|. Conditions: temperature 120 celsius, time 0.5 hour. Reported procedure: Comparative Example 1 involves the preparation of aluminum phosphate without using an organosilane. A homogeneous solution of aluminum s-butoxide (0.082 gm, 0.33 mmol) in methoxyethanol (0.5 ml) is prepared in a glass vial containing a magnetic stir bar. It is stirred for ½ hr after addition of ethylphosphate (0.06 gm, 0.33 mmol). Addition of DI water (0.010 gm, 0.56 mmol) results in the formation of a milky gel. After diluting with 0.5 ml methoxyethanol, the resulting milky solution is stirred ... Starting materials: O (DI water), P(=O)([O-])([O-])[O-].[Al+3] (aluminum phosphate), O (DI water), COC(C)O (methoxyethanol), organosilane, C(C)OP(=O)([O-])[O-] (ethylphosphate), COC(C)O (methoxyethanol).